Dataset: the Open Reaction Database (ORD), a public repository of structured organic reaction records. Task: describe an organic reaction: reactants, conditions, products, and yield RXN SMILES: [O:1]=[C:2]1[C:7]2[NH:8][C:9]3[C:14]([C:6]=2[CH2:5][CH2:4][NH:3]1)=[CH:13][C:12]([O:15][CH3:16])=[C:11]([Cl:17])[C:10]=3[Cl:18].[OH-:19].[K+].Cl>C(O)C.O>[NH2:3][CH2:4][CH2:5][C:6]1[C:14]2[C:9](=[C:10]([Cl:18])[C:11]([Cl:17])=[C:12]([O:15][CH3:16])[CH:13]=2)[NH:8][C:7]=1[C:2]([OH:19])=[O:1] |f:1.2|. The reactants are O=C1NCCC2=C1NC1=C(C(=C(C=C21)OC)Cl)Cl (1-oxo-6-methoxy-7,8-dichloro-1,2,3,4-tetrahydro-9H-pyrido[3,4-b]indole), lactam, Cl (hydrochloric acid), [OH-].[K+] (potassium hydroxide). Procedure details: The above lactam was hydrolyzed with base according to the following procedure: 5 g of 1-oxo-6-methoxy-7,8-dichloro-1,2,3,4-tetrahydro-9H-pyrido[3,4-b]indole were dissolved in a mixture of 77 ml of ethanol and 51 ml of water. 13.9 g of potassium hydroxide were added, and the solution was heated to refluxing temperature overnight under a nitrogen atmosphere. The reaction mixture was cooled, and the pH adjusted to about 4 by the addition of 12N aqueous hydrochloric acid. A precipitate formed in th... Yield: 96.9%. The solvent is C(C)O (ethanol), O (water). Product: NCCC1=C(NC2=C(C(=C(C=C12)OC)Cl)Cl)C(=O)O (3-(2-aminoethyl)-5-methoxy-6,7-dichloroindol-2-carboxylic acid). The reactants are C(#N)C1=CC=C(CNC(C(OC)C2=C(C=C(C=C2)B2OC(C(O2)(C)C)(C)C)F)=O)C=C1 ((RS)-N-(4-cyano-benzyl)-2-[2-fluoro-4-(4,4,5,5-tetramethyl-[1,3,2]dioxaborolan-2-yl)-phenyl]-2-methoxy-acetamide), Cl.BrC1=CC=NC=C1 (4-bromopyridine, hydrochloride). Yields the product C(#N)C1=CC=C(CNC(C(OC)C2=C(C=C(C=C2)C2=CC=NC=C2)F)=O)C=C1 ((RS)-N-(4-cyano-benzyl)-2-(2-fluoro-4-pyridin-4-yl-phenyl)-2-methoxy-acetamide). Reaction SMILES: [C:1]([C:3]1[CH:31]=[CH:30][C:6]([CH2:7][NH:8][C:9](=[O:29])[CH:10]([C:13]2[CH:18]=[CH:17][C:16](B3OC(C)(C)C(C)(C)O3)=[CH:15][C:14]=2[F:28])[O:11][CH3:12])=[CH:5][CH:4]=1)#[N:2].Cl.Br[C:34]1[CH:39]=[CH:38][N:37]=[CH:36][CH:35]=1>>[C:1]([C:3]1[CH:4]=[CH:5][C:6]([CH2:7][NH:8][C:9](=[O:29])[CH:10]([C:13]2[CH:18]=[CH:17][C:16]([C:34]3[CH:39]=[CH:38][N:37]=[CH:36][CH:35]=3)=[CH:15][C:14]=2[F:28])[O:11][CH3:12])=[CH:30][CH:31]=1)#[N:2] |f:1.2|. Reported procedure: In analogy to example 57.1 (RS)-N-(4-cyano-benzyl)-2-[2-fluoro-4-(4,4,5,5-tetramethyl-[1,3,2]dioxaborolan-2-yl)-phenyl]-2-methoxy-acetamide (example 73.1) was reacted with 4-bromopyridine, hydrochloride to give (RS)-N-(4-cyano-benzyl)-2-(2-fluoro-4-pyridin-4-yl-phenyl)-2-methoxy-acetamide. Light brown amorphous solid. MS 376.3 ([M+H]+) The reactants are CC(=O)O, C1N2CN3CN1CN(C2)C3, CCc1ccc(O)cc1, CCOCC, Cl, O. Product: CCc1ccc(O)c(C=O)c1. As a reaction SMILES: [C:22]([OH:23])(=[O:24])[CH3:25].[CH2:1]1[N:2]2[CH2:3][N:4]3[CH2:5][N:6]([CH2:7]2)[CH2:8][N:9]1[CH2:10]3.[CH3:11][CH2:12][c:13]1[cH:14][cH:15][c:16]([OH:17])[cH:18][cH:19]1.[CH3:26][CH2:27][O:28][CH2:29][CH3:30].[ClH:21].[OH2:20]>>[CH:1]([c:18]1[c:16]([OH:17])[cH:15][cH:14][c:13]([CH2:12][CH3:11])[cH:19]1)=[O:20]. The reactants are CO, C[O-], CCOC=O, [Na+], [Na], O=C1CCSc2ccccc21, c1ccccc1. The product is O=C1C(=CO)CSc2ccccc21. RXN SMILES: [CH3:27][OH:28].[CH3:2][O-:3].[CH:5](=[O:6])[O:7][CH2:8][CH3:9].[Na+:4].[Na:1].[S:10]1[CH2:11][CH2:12][C:13](=[O:20])[c:14]2[c:15]1[cH:16][cH:17][cH:18][cH:19]2.[cH:21]1[cH:22][cH:23][cH:24][cH:25][cH:26]1>>[CH:5]([OH:6])=[C:12]1[CH2:11][S:10][c:15]2[c:14]([cH:19][cH:18][cH:17][cH:16]2)[C:13]1=[O:20]. The reactants are O=C(c1cc(Br)c(F)c(Br)c1)C(F)(F)F, CCOC(C)=O, CC(=O)c1ccc(C)c(Cl)c1. Product: Cc1ccc(C(=O)CC(O)(c2cc(Br)c(F)c(Br)c2)C(F)(F)F)cc1Cl. Reaction SMILES: [Br:1][c:2]1[cH:3][c:4]([C:10]([C:11]([F:12])([F:13])[F:14])=[O:15])[cH:5][c:6]([Br:9])[c:7]1[F:8].[CH3:27][CH2:28][O:29][C:30](=[O:31])[CH3:32].[Cl:16][c:17]1[cH:18][c:19]([C:24]([CH3:25])=[O:26])[cH:20][cH:21][c:22]1[CH3:23]>>[Br:1][c:2]1[cH:3][c:4]([C:10]([C:11]([F:12])([F:13])[F:14])([OH:15])[CH2:25][C:24]([c:19]2[cH:18][c:17]([Cl:16])[c:22]([CH3:23])[cH:21][cH:20]2)=[O:26])[cH:5][c:6]([Br:9])[c:7]1[F:8]. The reactants are FC1=C(CN2C[C@@H](CCC2)NC(OC(C)(C)C)=O)C(=CC=C1)OC ((R)-tert-butyl 1-(2-fluoro-6-methoxybenzyl)piperidin-3-ylcarbamate), Cl (HCl). Yields the product Cl.FC1=C(CN2C[C@@H](CCC2)N)C(=CC=C1)OC ((R)-1-(2-fluoro-6-methoxybenzyl)-piperidin-3-amine hydrochloride). As a reaction SMILES: [F:1][C:2]1[CH:22]=[CH:21][CH:20]=[C:19]([O:23][CH3:24])[C:3]=1[CH2:4][N:5]1[CH2:10][CH2:9][CH2:8][C@@H:7]([NH:11]C(=O)OC(C)(C)C)[CH2:6]1.[ClH:25]>>[ClH:25].[F:1][C:2]1[CH:22]=[CH:21][CH:20]=[C:19]([O:23][CH3:24])[C:3]=1[CH2:4][N:5]1[CH2:10][CH2:9][CH2:8][C@@H:7]([NH2:11])[CH2:6]1 |f:2.3|. Reported procedure: To (R)-tert-butyl 1-(2-fluoro-6-methoxybenzyl)piperidin-3-ylcarbamate (3.52 g, 10.40 mmol) was added methanolic HCl (3 N, 50 mL) and the reaction mixture was heated to reflux for 3 h. The volatiles were removed in vacuo to afford (R)-1-(2-fluoro-6-methoxybenzyl)-piperidin-3-amine hydrochloride. MS ESI calc'd. For C13H19FN2O [M+1]+ 239. found 239. Reactants: OC1=CC=C(C=O)C=C1 (4-hydroxybenzaldehyde), C([O-])([O-])=O.[K+].[K+] (potassium carbonate), BrC(C(=O)OC(C)(C)C)(C)C (tert-butyl α-bromoisobutyrate), C([O-])([O-])=O.[K+].[K+] (potassium carbonate), BrC(C(=O)[O-])(C)C (α-bromoisobutyrate). Solvent: O (water), CN(C=O)C (N,N-dimethylformamide). Yields the product C(=O)C1=CC=C(OC(C(=O)OC(C)(C)C)(C)C)C=C1 (tert-Butyl 2-(4-formylphenoxy)-2-methylpropanoate). Isolated yield 42.0%. As a reaction SMILES: [OH:1][C:2]1[CH:9]=[CH:8][C:5]([CH:6]=[O:7])=[CH:4][CH:3]=1.C(=O)([O-])[O-].[K+].[K+].Br[C:17]([CH3:26])([CH3:25])[C:18]([O:20][C:21]([CH3:24])([CH3:23])[CH3:22])=[O:19].BrC(C)(C)C([O-])=O>CN(C)C=O.O>[CH:6]([C:5]1[CH:8]=[CH:9][C:2]([O:1][C:17]([CH3:26])([CH3:25])[C:18]([O:20][C:21]([CH3:24])([CH3:23])[CH3:22])=[O:19])=[CH:3][CH:4]=1)=[O:7] |f:1.2.3|. Procedure: 24.42 g (200 mmol) of 4-hydroxybenzaldehyde are dissolved in 250 ml of N,N-dimethylformamide and treated with 27.64 g (200 mmol) of potassium carbonate. At 100° C., 53.55 g (240 mmol) of tert-butyl α-bromoisobutyrate are added dropwise. The mixture is stirred for another hour, a further 200 mmol of potassium carbonate and 240 mmol of tert-butyl (α-bromoisobutyrate are added and, after 4 hours at 100° C., 1 l of water is added. Following extraction with diethyl ether, washing with 1 N aqeuous sod...